Dataset: the Open Reaction Database (ORD), a public repository of structured organic reaction records. Task: describe an organic reaction: reactants, conditions, products, and yield The reactants are CI (Methyl iodide), [H-].[Na+] (Sodium hydride), CN(C)C=O (DMF), BrC=1C=NC=C(C1)C1=CNC=C1 (3-bromo-5-(1H-pyrrol-3-yl)pyridine). Run in O (water). Yields the product BrC=1C=NC=C(C1)C1=CN(C=C1)C (3-bromo-5-(1-methyl-1H-pyrrol-3-yl)pyridine). As a reaction SMILES: [H-].[Na+].[CH3:3][N:4]([CH:6]=O)[CH3:5].[Br:8][C:9]1[CH:10]=[N:11][CH:12]=[C:13]([C:15]2C=CN[CH:16]=2)[CH:14]=1.CI>O>[Br:8][C:9]1[CH:10]=[N:11][CH:12]=[C:13]([C:15]2[CH:16]=[CH:6][N:4]([CH3:5])[CH:3]=2)[CH:14]=1 |f:0.1|. Procedure: Sodium hydride (60% in oil) (6 mg) was added to a DMF (1 ml) solution containing 3-bromo-5-(1H-pyrrol-3-yl)pyridine (28 mg), followed by stirring. Methyl iodide (9 μl) was added, followed by stirring at room temperature for 3 hours. The reaction solution was poured into water, followed by extraction with ethyl acetate. The resultant was washed with saturated saline and dried over anhydrous sodium sulfate. Then, the solvent was distilled away under reduced pressure, the obtained residue was purif... Reactants: O=P(Cl)(Cl)Cl (POCl3), CN1C(CC2=CC=CC(=C12)Cl)=O (1-methyl-7-chloro-1,3-dihydroindol-2-one), CN(C)C=O (DMF). The product is CN1C(=C(C2=CC=CC(=C12)Cl)C=O)Cl (1-Methyl-2,7-dichloroindole-3-carbaldehyde). The yield is 72.0%. As a reaction SMILES: O=P(Cl)(Cl)[Cl:3].[CH3:6][N:7]1[C:15]2[C:10](=[CH:11][CH:12]=[CH:13][C:14]=2[Cl:16])[CH2:9][C:8]1=O.CN([CH:21]=[O:22])C>>[CH3:6][N:7]1[C:15]2[C:10](=[CH:11][CH:12]=[CH:13][C:14]=2[Cl:16])[C:9]([CH:21]=[O:22])=[C:8]1[Cl:3]. Reported procedure: Prepared from POCl3 (17 ml), DMF (17 ml), (44) (7.5 g), yielding (47) 6.8 g (72%). M.p. 185°-187° C. In this reaction the reaction time was 48 h instead of 3 h. Procedure: Prepared according to the procedure for N-[(1S,2S)-2-methyl-2-{[5-(trifluoromethyl)pyrazin-2-yl]amino}cyclopentyl]-3-(2H-1,2,3-triazol-2-yl)pyridine-2-carboxamide (Example 77) from (1S,2S)-1-methyl-1-N-[5-(trifluoromethyl)pyrazin-2-yl]cyclopentane-1,2-diamine (Intermediate 25; 63 mg, 0.24 mmol) and 2-chloro-6-(2H-1,2,3-triazol-2-yl)benzoic acid (Intermediate 15; 65 mg, 0.29 mmol) except this was purified by column chromatography (silica, 0-30% ethyl acetate/petrol) followed by trituration with d... The product is ClC1=C(C(=O)N[C@@H]2[C@](CCC2)(NC2=NC=C(N=C2)C(F)(F)F)C)C(=CC=C1)N1N=CC=N1 (2-Chloro-N-[(1S,2S)-2-methyl-2-{[5-(trifluoromethyl)pyrazin-2-yl]amino}cyclopentyl]-6-(2H-1,2,3-triazol-2-yl)benzamide). Starting materials: C[C@]1([C@H](CCC1)NC(=O)C1=NC=CC=C1N1N=CC=N1)NC1=NC=C(N=C1)C(F)(F)F (N-[(1S,2S)-2-Methyl-2-{[5-(trifluoromethyl)pyrazin-2-yl]amino}cyclopentyl]-3-(2H-1,2,3-triazol-2-yl)pyridine-2-carboxamide), ClC1=C(C(=O)O)C(=CC=C1)N1N=CC=N1 (2-chloro-6-(2H-1,2,3-triazol-2-yl)benzoic acid), ClC1=C(C(=O)O)C(=CC=C1)N1N=CC=N1 (2-chloro-6-(2H-1,2,3-triazol-2-yl)benzoic acid), C[C@]1([C@H](CCC1)N)NC1=NC=C(N=C1)C(F)(F)F ((1S,2S)-1-methyl-1-N-[5-(trifluoromethyl)pyrazin-2-yl]cyclopentane-1,2-diamine), C[C@]1([C@H](CCC1)N)NC1=NC=C(N=C1)C(F)(F)F ((1S,2S)-1-methyl-1-N-[5-(trifluoromethyl)pyrazin-2-yl]cyclopentane-1,2-diamine). RXN SMILES: [CH3:1][C@:2]1([NH:21][C:22]2[CH:27]=[N:26][C:25]([C:28]([F:31])([F:30])[F:29])=[CH:24][N:23]=2)[CH2:6][CH2:5][CH2:4][C@@H:3]1[NH:7][C:8]([C:10]1[C:15]([N:16]2[N:20]=[CH:19][CH:18]=[N:17]2)=[CH:14][CH:13]=[CH:12]N=1)=[O:9].C[C@]1(NC2C=NC(C(F)(F)F)=CN=2)CCC[C@@H]1N.[Cl:50][C:51]1C=CC=C(N2N=CC=N2)C=1C(O)=O>>[Cl:50][C:51]1[CH:12]=[CH:13][CH:14]=[C:15]([N:16]2[N:20]=[CH:19][CH:18]=[N:17]2)[C:10]=1[C:8]([NH:7][C@H:3]1[CH2:4][CH2:5][CH2:6][C@:2]1([CH3:1])[NH:21][C:22]1[CH:27]=[N:26][C:25]([C:28]([F:30])([F:29])[F:31])=[CH:24][N:23]=1)=[O:9]. Starting materials: ClC=1C=C2C(=CC(OC2=CC1)=O)O (6-Chloro-4-hydroxycoumarin), CCN(C(C)C)C(C)C (DIEA), C(CCC)S(=O)(=O)Cl (1-Butanesulfonyl chloride). The solvent is C(Cl)Cl (DCM), C(Cl)Cl (DCM). Conditions: temperature 0 celsius, time 2 hour. Product: ClC=1C=CC2=C(C(=CC(O2)=O)OS(=O)(=O)CCCC)C1 (Butane-1-sulfonic acid 6-chloro-2-oxo-2H-1-benzopyran-4-yl ester). The yield is 25.1%. RXN SMILES: [Cl:1][C:2]1[CH:3]=[C:4]2[C:9](=[CH:10][CH:11]=1)[O:8][C:7](=[O:12])[CH:6]=[C:5]2[OH:13].CCN(C(C)C)C(C)C.[CH2:23]([S:27](Cl)(=[O:29])=[O:28])[CH2:24][CH2:25][CH3:26]>C(Cl)Cl>[Cl:1][C:2]1[CH:11]=[CH:10][C:9]2[O:8][C:7](=[O:12])[CH:6]=[C:5]([O:13][S:27]([CH2:23][CH2:24][CH2:25][CH3:26])(=[O:29])=[O:28])[C:4]=2[CH:3]=1. Procedure: 6-Chloro-4-hydroxycoumarin (0.455 mmol, 0.090 g) is suspended in 5 mL DCM. DIEA (1.37 mmol, 0.237 mL) is added and the reaction is cooled to 0° C. 1-Butanesulfonyl chloride (0.5 mmol, 64.8 μL) is dissolved in DCM is added and and the reaction is stirred at ambient temperature for 2 hrs. The DCM is removed under reduced pressure and the residue is redissolved in MeOH/H2O then is purified by HPLC to afford the title compound (36.2 mg, 25%) 1H NMR (DMSO-d6, 300 MHz) δ 7.81 (2H, m), 7.56 (1H, d, J=8... Reactants: C(C1=CC=CC=C1)N1CCC(CC1)(O)C1=CC=C(C=C1)F (1-benzyl-4-(4-fluorophenyl)-4-hydroxypiperidine), O.C1(=CC=C(C=C1)S(=O)(=O)O)C (p-toluenesulfonic acid monohydrate). Solvent: ClC1=CC=CC=C1 (chlorobenzene), ClC1=CC=CC=C1 (chlorobenzene). The product is C(C1=CC=CC=C1)N1CC=C(CC1)C1=CC=C(C=C1)F (1-Benzyl-4-(4-fluorophenyl)-1,2,5,6-tetrahydro-pyridine). RXN SMILES: [CH2:1]([N:8]1[CH2:13][CH2:12][C:11]([C:15]2[CH:20]=[CH:19][C:18]([F:21])=[CH:17][CH:16]=2)(O)[CH2:10][CH2:9]1)[C:2]1[CH:7]=[CH:6][CH:5]=[CH:4][CH:3]=1.O.C1(C)C=CC(S(O)(=O)=O)=CC=1>ClC1C=CC=CC=1>[CH2:1]([N:8]1[CH2:13][CH2:12][C:11]([C:15]2[CH:16]=[CH:17][C:18]([F:21])=[CH:19][CH:20]=2)=[CH:10][CH2:9]1)[C:2]1[CH:3]=[CH:4][CH:5]=[CH:6][CH:7]=1 |f:1.2|. Procedure: After weighing 80 g (0.28 mol) of 1-benzyl-4-(4-fluorophenyl)-4-hydroxypiperidine and 69.0 g (0.364 mol) of p-toluenesulfonic acid monohydrate to 400 ml of chlorobenzene under stirring, the reaction mixture is boiled under reflux for 3 hours while distilling out water introduced as crystal water and the water formed in the reaction. After termination of the reaction, 100 ml of chlorobenzene are additionally distilled out under atmospheric pressure. After cooling the mixture obtained to 0° C., th... The reactants are N1C=NC(=C1)C=O (1H-imidazole-4-carbaldehyde), BrCC(=O)OCC (ethyl bromoacetate), [H-].[Na+] (sodium hydride), [H][H] (hydrogen). Run in O1CCCC1 (tetrahydrofuran), C(C)O (ethanol). Run at time 8 hour. Yields the product C(=O)C=1N=CN(C1)CC(=O)OCC (Ethyl (4-formyl-1H-imidazol-1-yl)acetate). Isolated yield 69.0%. Reaction SMILES: [H-].[Na+].[NH:3]1[CH:7]=[C:6]([CH:8]=[O:9])[N:5]=[CH:4]1.[H][H].Br[CH2:13][C:14]([O:16][CH2:17][CH3:18])=[O:15]>O1CCCC1.C(O)C>[CH:8]([C:6]1[N:5]=[CH:4][N:3]([CH2:13][C:14]([O:16][CH2:17][CH3:18])=[O:15])[CH:7]=1)=[O:9] |f:0.1|. Procedure details: To a suspension of sodium hydride (60%, oil, 1.40 g) in tetrahydrofuran (80 mL) was slowly added 1H-imidazole-4-carbaldehyde (3.00 g) at room temperature. The reaction mixture was stirred at room temperature until hydrogen gas generation stopped, and ethyl bromoacetate (4.5 mL) was added over 30 min. The reaction mixture was stirred at room temperature overnight, and ethanol (5 mL) was added. The insoluble material was filtered off, and the filtrate was concentrated. The obtained residue was sub... Starting materials: C(C)(C)(C)[Si](OC[C@@H]([C@H](C)C1=CC(=C(C=C1)Cl)Cl)OS(=O)(=O)C)(C)C ((2R,3R)-1-(tert-butyl-dimethyl-silyloxy)-3-(3,4-dichloro-phenyl)-2-methanesulfonyloxy-butane), [F-].C(CCC)[N+](CCCC)(CCCC)CCCC (tetrabutylammonium fluoride). Run in Cl (HCl), C1CCOC1 (THF). Conditions: temperature 0 celsius, time 15 minute. Product: ClC=1C=C(C=CC1Cl)[C@H]([C@H](CO)OS(=O)(=O)C)C ((2R,3R)-3-(3,4-Dichloro-phenyl)-2-methanesulfonyloxy-butan-1-ol). Isolated yield 94.1%. Reaction SMILES: C([Si](C)(C)[O:6][CH2:7][C@H:8]([O:19][S:20]([CH3:23])(=[O:22])=[O:21])[C@@H:9]([C:11]1[CH:16]=[CH:15][C:14]([Cl:17])=[C:13]([Cl:18])[CH:12]=1)[CH3:10])(C)(C)C.[F-].C([N+](CCCC)(CCCC)CCCC)CCC>C1COCC1.Cl>[Cl:18][C:13]1[CH:12]=[C:11]([C@@H:9]([CH3:10])[C@@H:8]([O:19][S:20]([CH3:23])(=[O:22])=[O:21])[CH2:7][OH:6])[CH:16]=[CH:15][C:14]=1[Cl:17] |f:1.2|. Procedure: To a solution of (2R,3R)-1-(tert-butyl-dimethyl-silyloxy)-3-(3,4-dichloro-phenyl)-2-methanesulfonyloxy-butane (4.99 g, 11.7 mmol) in THF (117 mL) at 0° C. was added tetrabutylammonium fluoride (TBAF; 1.0 M in THF, 23.4 mL). The solution was stirred at 0° C. for 15 min, then was diluted with 1 N HCl (100 ml) and extracted with DCM (3×). The combined organic layers were dried (Na2SO4) and concentrated to yield a yellow oil. The product was purified by flash chromatography (EtOAc/hexanes) to give 3...